Dataset: the Open Reaction Database (ORD), a public repository of structured organic reaction records. Task: describe an organic reaction: reactants, conditions, products, and yield Starting materials: CO, Cl, NO, Cc1cc(C#N)cc(CO)n1. Product: Cc1cc(C(=N)NO)cc(CO)n1. As a reaction SMILES: [CH3:15][OH:16].[ClH:12].[NH2:13][OH:14].[OH:1][CH2:2][c:3]1[cH:4][c:5]([C:6]#[N:7])[cH:8][c:9]([CH3:11])[n:10]1>>[OH:1][CH2:2][c:3]1[cH:4][c:5]([C:6](=[NH:7])[NH:13][OH:14])[cH:8][c:9]([CH3:11])[n:10]1. Reactants: CN1C2=NC(=NC(=C2N=C1C=O)N1CCOCC1)N1C(=NC2=C1C=CC=C2)C (9-methyl-2-(2-methylbenzoimidazol-1-yl)-6-morpholin-4-yl-9H-purine-8-carbaldehyde), CS(=O)(=O)CCN1CCNCC1 (1-(2-methanesulfonylethyl)piperazine), C(C)(=O)O[BH-](OC(C)=O)OC(C)=O.[Na+] (sodium triacetoxyborohydride). Solvent: ClCCCl (DCE). Reaction conditions: time 64 hour. Yields the product CN1C2=NC(=NC(=C2N=C1CN1CCN(CC1)CCS(=O)(=O)C)N1CCOCC1)N1C(=NC2=C1C=CC=C2)C (4-(9-methyl-2-(2-methyl-1H-benzo[d]imidazol-1-yl)-8-((4-(2-(methylsulfonyl)ethyl)piperazin-1-yl)methyl)-9H-purin-6-yl)morpholine). RXN SMILES: [CH3:1][N:2]1[C:10]([CH:11]=O)=[N:9][C:8]2[C:3]1=[N:4][C:5]([N:19]1[C:23]3[CH:24]=[CH:25][CH:26]=[CH:27][C:22]=3[N:21]=[C:20]1[CH3:28])=[N:6][C:7]=2[N:13]1[CH2:18][CH2:17][O:16][CH2:15][CH2:14]1.[CH3:29][S:30]([CH2:33][CH2:34][N:35]1[CH2:40][CH2:39][NH:38][CH2:37][CH2:36]1)(=[O:32])=[O:31].C(O[BH-](OC(=O)C)OC(=O)C)(=O)C.[Na+]>ClCCCl>[CH3:1][N:2]1[C:10]([CH2:11][N:38]2[CH2:37][CH2:36][N:35]([CH2:34][CH2:33][S:30]([CH3:29])(=[O:31])=[O:32])[CH2:40][CH2:39]2)=[N:9][C:8]2[C:3]1=[N:4][C:5]([N:19]1[C:23]3[CH:24]=[CH:25][CH:26]=[CH:27][C:22]=3[N:21]=[C:20]1[CH3:28])=[N:6][C:7]=2[N:13]1[CH2:14][CH2:15][O:16][CH2:17][CH2:18]1 |f:2.3|. Procedure: A mixture of 9-methyl-2-(2-methylbenzoimidazol-1-yl)-6-morpholin-4-yl-9H-purine-8-carbaldehyde (60 mg, 0.16 mmol), 1-(2-methanesulfonylethyl)piperazine (37 mg, 0.19 mmol) and 4 Å powdered molecular sieves (100 mg) in DCE (4 mL) was stirred at room temperature for 4 h before the addition of sodium triacetoxyborohydride (67 mg, 0.32 mmol). The reaction mixture was stirred for 64 h then filtered through celite, washing with DCM. The organic phase was washed with brine (×1) and concentrated in vacuo... The reactants are N(=O)[O-].[Na+] (sodium nitrite), ClCC(CC(=O)OC(C)(C)C)=O (t-butyl 4-chloro-3-oxobutanoate). The solvent is O (water), C([O-])(O)=O.[Na+] (sodium bicarbonate), O (water), [Cl-].[Na+].O (brine), O (water), C(C)(=O)O (acetic acid), O (water). Product: ClCC(/C(/C(=O)OC(C)(C)C)=N/O)=O (t-Butyl 4-chloro-2-(Z)-hydroxyimino-3-oxobutanoate). The yield is 91.0%. Reaction SMILES: [N:1]([O-:3])=O.[Na+].[Cl:5][CH2:6][C:7](=[O:16])[CH2:8][C:9]([O:11][C:12]([CH3:15])([CH3:14])[CH3:13])=[O:10]>O.C(O)(=O)C.C(=O)(O)[O-].[Na+].[Cl-].[Na+].O>[Cl:5][CH2:6][C:7](=[O:16])/[C:8](=[N:1]/[OH:3])/[C:9]([O:11][C:12]([CH3:14])([CH3:13])[CH3:15])=[O:10] |f:0.1,5.6,7.8.9|. Procedure: A solution of 35.6 g of sodium nitrite in 100 ml of water was added to a cold solution of t-butyl 4-chloro-3-oxobutanoate (100.9 g, 0.439 moles of 84% material*) in 400 ml of acetic acid containing 50 ml of water over a 0.5 hour period with stirring. The mixture was stirred in the cold for an additional hour, then stored in the cold overnight. The mixture was diluted with 500 ml portions of water, 500 ml of saturated sodium bicarbonate, 500 ml of water and 500 ml of brine, then dried over magnes... Starting materials: NC1=C(C=CC=C1)O (2-aminophenol), COC(C1=CC(=C(C(=C1)C)Br)S(=O)(=O)Cl)=O (4-bromo-3-chlorosulfonyl-5-methyl-benzoic acid methyl ester), N1=CC=CC=C1 (pyridine). Solvent: C(Cl)Cl (methylene chloride), C(Cl)Cl (methylene chloride). Reaction conditions: temperature 10 celsius, time 8 hour. Yields the product COC(C1=CC(=C(C(=C1)C)Br)S(NC1=C(C=CC=C1)O)(=O)=O)=O (4-Bromo-3-(2-hydroxy-phenylsulfamoyl)-5-methyl-benzoic acid methyl ester). As a reaction SMILES: [NH2:1][C:2]1[CH:7]=[CH:6][CH:5]=[CH:4][C:3]=1[OH:8].[CH3:9][O:10][C:11](=[O:24])[C:12]1[CH:17]=[C:16]([CH3:18])[C:15]([Br:19])=[C:14]([S:20](Cl)(=[O:22])=[O:21])[CH:13]=1.N1C=CC=CC=1>C(Cl)Cl>[CH3:9][O:10][C:11](=[O:24])[C:12]1[CH:17]=[C:16]([CH3:18])[C:15]([Br:19])=[C:14]([S:20](=[O:21])(=[O:22])[NH:1][C:2]2[CH:7]=[CH:6][CH:5]=[CH:4][C:3]=2[OH:8])[CH:13]=1. Procedure details: A solution of 2-aminophenol (2.5 g, 22.9 mmol) in dry methylene chloride (10 mL) was added to a mixture of 4-bromo-3-chlorosulfonyl-5-methyl-benzoic acid methyl ester (7.18 g, 22.9 mmol) and dry pyridine (10 mL, 124.7 mmol) in methylene chloride (40 mL). The reaction mixture was stirred for 1 h at 10° C. and at room temperature overnight. It was concentrated, treated with 10% HCl (100 mL) and extracted with 1-butanol. The organic layer was washed with water, brine, dried, concentrated, treated w... The reactants are C(CC\C=C/CCCCC)C(C(CCC\C=C/CCCCC)O)CCC\C=C/CCCCC ((6Z,16Z)-12-((Z)-dec-4-enyl)docosa-6,16-dien-11-ol), Cl.CN(CCCC(=O)O)C (4-(dimethylamino)butanoic acid hydrochloride), CCN=C=NCCCN(C)C.Cl (EDCI hydrochloride), C(C)(C)N(CC)C(C)C (diisopropylethylamine), CN(C)C1=NC=CC=C1 (dimethylaminopyridine). Run in ClCCl (dichloromethane). Run at time 2 hour. Yields the product CN(CCCC(=O)OC(CCCC=CCCCCC)C(CCCC=CCCCCC)CCC\C=C/CCCCC)C (12-((Z)-dec-4-enyl)docosa-6,16-dien-11-yl 4-(dimethylamino)butanoate). Reaction SMILES: [CH2:1]([CH:11]([CH2:24][CH2:25][CH2:26]/[CH:27]=[CH:28]\[CH2:29][CH2:30][CH2:31][CH2:32][CH3:33])[CH:12]([OH:23])[CH2:13][CH2:14][CH2:15]/[CH:16]=[CH:17]\[CH2:18][CH2:19][CH2:20][CH2:21][CH3:22])[CH2:2][CH2:3]/[CH:4]=[CH:5]\[CH2:6][CH2:7][CH2:8][CH2:9][CH3:10].Cl.[CH3:35][N:36]([CH3:43])[CH2:37][CH2:38][CH2:39][C:40](O)=[O:41].CCN=C=NCCCN(C)C.Cl.C(N(C(C)C)CC)(C)C.CN(C1C=CC=CN=1)C>ClCCl>[CH3:35][N:36]([CH3:43])[CH2:37][CH2:38][CH2:39][C:40]([O:23][CH:12]([CH:11]([CH2:1][CH2:2][CH2:3]/[CH:4]=[CH:5]\[CH2:6][CH2:7][CH2:8][CH2:9][CH3:10])[CH2:24][CH2:25][CH2:26][CH:27]=[CH:28][CH2:29][CH2:30][CH2:31][CH2:32][CH3:33])[CH2:13][CH2:14][CH2:15][CH:16]=[CH:17][CH2:18][CH2:19][CH2:20][CH2:21][CH3:22])=[O:41] |f:1.2,3.4|. Procedure: To a solution of (6Z,16Z)-12-((Z)-dec-4-enyl)docosa-6,16-dien-11-ol 8 (0.4 g, 0.9 mmol), 4-(dimethylamino)butanoic acid hydrochloride (0.2 g, 1.3 mmol), EDCI hydrochloride (0.25 g, 1.3 mmol), diisopropylethylamine (0.4 mL, 2.6 mmol) in anhydrous dichloromethane (10 mL) was added dimethylaminopyridine (5 mg). The solution was refluxed for 2 hours then stirred at room temperature for 2 hours. The mixture is concentrated in vacuo to dryness and purified by column chromatography (100% ethyl acetate)... The reactants are CC(=O)OC1(C(=O)N(C)c2ccc(OC(F)(F)F)cc2)CCN(Cc2ccccc2)CC1, [K+], O=S(=O)([O-])O. Product: CN(C(=O)C1(O)CCN(Cc2ccccc2)CC1)c1ccc(OC(F)(F)F)cc1. RXN SMILES: [CH2:1]([c:2]1[cH:3][cH:4][cH:5][cH:6][cH:7]1)[N:8]1[CH2:9][CH2:10][C:11]([C:14]([N:15]([c:16]2[cH:17][cH:18][c:19]([O:22][C:23]([F:24])([F:25])[F:26])[cH:20][cH:21]2)[CH3:27])=[O:28])([O:29][C:30](=[O:31])[CH3:32])[CH2:12][CH2:13]1.[K+:38].[S:33](=[O:34])(=[O:35])([OH:36])[O-:37]>>[CH2:1]([c:2]1[cH:3][cH:4][cH:5][cH:6][cH:7]1)[N:8]1[CH2:9][CH2:10][C:11]([C:14]([N:15]([c:16]2[cH:17][cH:18][c:19]([O:22][C:23]([F:24])([F:25])[F:26])[cH:20][cH:21]2)[CH3:27])=[O:28])([OH:29])[CH2:12][CH2:13]1. Starting materials: CCOC(C)=O, CCOC(=O)c1cn[nH]c1, CCCCCC, O=C(CCl)N1CCN(c2ccc(F)cc2)CC1, [K+], [K+], O=C([O-])[O-], CN(C)C=O. Product: CCOC(=O)c1cnn(CC(=O)N2CCN(c3ccc(F)cc3)CC2)c1. Reaction SMILES: [C:39]([O:40][CH2:41][CH3:42])(=[O:43])[CH3:44].[CH2:1]([CH3:2])[O:3][C:4](=[O:5])[c:6]1[cH:7][n:8][nH:9][cH:10]1.[CH3:45][CH2:46][CH2:47][CH2:48][CH2:49][CH3:50].[Cl:17][CH2:18][C:19](=[O:20])[N:21]1[CH2:22][CH2:23][N:24]([c:27]2[cH:28][cH:29][c:30]([F:33])[cH:31][cH:32]2)[CH2:25][CH2:26]1.[K+:11].[K+:12].[O-:13][C:14]([O-:15])=[O:16].[O:34]=[CH:35][N:36]([CH3:37])[CH3:38]>>[CH2:1]([CH3:2])[O:3][C:4](=[O:5])[c:6]1[cH:7][n:8][n:9]([CH2:18][C:19](=[O:20])[N:21]2[CH2:22][CH2:23][N:24]([c:27]3[cH:28][cH:29][c:30]([F:33])[cH:31][cH:32]3)[CH2:25][CH2:26]2)[cH:10]1.